This data is from the Open Reaction Database (ORD), a public repository of structured organic reaction records. The task is: describe an organic reaction: reactants, conditions, products, and yield The product is C(C)OC=1SC2=C(N1)C(=CC=C2)Cl (2-ethoxy-4-chlorobenzothiazole). The reactants are O (water), BrC=1SC2=C(N1)C(=CC=C2)Cl (2-bromo-4-chlorobenzothiazole), ClC=1SC2=C(N1)C(=CC=C2)Cl (2,4-dichlorobenzothiazole), [OH-].[Na+] (sodium hydroxide). The solvent is C(C)O (ethanol). The yield is 92.9%. Procedure details: A mixture (20.87 g, 0.1 mole) of 2-bromo-4-chlorobenzothiazole and 2,4-dichlorobenzothiazole and 94% sodium hydroxide (4.68 g, 0.11 mole) in 95% ethanol (200 c.c.) was heated under reflux for 1 hour. After cooling, water (250 c.c.) was added to the reaction solution, followed by ice-cooling. The deposited crystals were filtered and washed with water to obtain 19.86 g of 2-ethoxy-4-chlorobenzothiazole. Yield 92.9%, purity 98.9%, m.p. 43°-45° C. Reaction SMILES: Br[C:2]1[S:3][C:4]2[CH:10]=[CH:9][CH:8]=[C:7]([Cl:11])[C:5]=2[N:6]=1.ClC1S[C:15]2[CH:21]=CC=C(Cl)C=2N=1.[OH-:23].[Na+].O>C(O)C>[CH2:21]([O:23][C:2]1[S:3][C:4]2[CH:10]=[CH:9][CH:8]=[C:7]([Cl:11])[C:5]=2[N:6]=1)[CH3:15] |f:2.3|. Starting materials: N1C=C(C2=CC=CC=C12)CCC(=O)O (3-indolepropionic acid), S(=O)(Cl)Cl (thionyl chloride), C(C)O (ethanol). The product is N1C=C(C2=CC=CC=C12)CCC(=O)OCC (ethyl 3-(3-indolyl)propionate). RXN SMILES: [NH:1]1[C:9]2[C:4](=[CH:5][CH:6]=[CH:7][CH:8]=2)[C:3]([CH2:10][CH2:11][C:12]([OH:14])=[O:13])=[CH:2]1.S(Cl)(Cl)=O.[CH2:19](O)[CH3:20]>>[NH:1]1[C:9]2[C:4](=[CH:5][CH:6]=[CH:7][CH:8]=2)[C:3]([CH2:10][CH2:11][C:12]([O:14][CH2:19][CH3:20])=[O:13])=[CH:2]1. Procedure: A solution of 7.38 g of 3-indolepropionic acid and 5.9 g of thionyl chloride in 50 ml of ethanol is refluxed for 2 hours, cooled and evaporated. The residue is partitioned between ether and cold sodium bicarbonate solution. The organic phase is separated, dried over sodium sulfate and evaporated to yield ethyl 3-(3-indolyl)propionate; Rf (ether/SiO2)=0.51; IR (CH2Cl2) 1725 cm-1. Reactants: CC1CCC(CBr)CC1, CCCCO, CC(C)(C)[O-], [K+], c1c[nH]cn1. The product is CC1CCC(Cn2ccnc2)CC1. As a reaction SMILES: [Br:1][CH2:2][CH:3]1[CH2:4][CH2:5][CH:6]([CH3:9])[CH2:7][CH2:8]1.[CH2:21]([OH:22])[CH2:23][CH2:24][CH3:25].[CH3:15][C:16]([CH3:17])([O-:18])[CH3:19].[K+:20].[nH:10]1[cH:11][n:12][cH:13][cH:14]1>>[CH2:2]([CH:3]1[CH2:4][CH2:5][CH:6]([CH3:9])[CH2:7][CH2:8]1)[n:10]1[cH:11][n:12][cH:13][cH:14]1. Product: COC(=O)C12OC(CN)C(O)C1OC(C)(C)O2. Starting materials: CO, COC(=O)C12OC(CN=[N+]=[N-])C(O)C1OC(C)(C)O2. As a reaction SMILES: [CH3:20][OH:21].[N:1](=[N+:2]=[N-:3])[CH2:4][CH:5]1[CH:6]([OH:19])[CH:7]2[C:8]([C:15](=[O:16])[O:17][CH3:18])([O:9][C:10]([CH3:12])([CH3:13])[O:11]2)[O:14]1>>[NH2:1][CH2:4][CH:5]1[CH:6]([OH:19])[CH:7]2[C:8]([C:15](=[O:16])[O:17][CH3:18])([O:9][C:10]([CH3:12])([CH3:13])[O:11]2)[O:14]1. Starting materials: BrC=1C=C2C=CC(=CC2=CC1)OC (6-Bromo-2-methoxynaphthalene), C1CC(=O)N(C1=O)Br (NBS). Run in C1CCOC1 (THF). The product is BrC1=C(C=CC2=CC(=CC=C12)Br)OC (1,6-Dibromo-2-methoxynaphthalene). RXN SMILES: [Br:1][C:2]1[CH:3]=[C:4]2[C:9](=[CH:10][CH:11]=1)[CH:8]=[C:7]([O:12][CH3:13])[CH:6]=[CH:5]2.C1C(=O)N([Br:21])C(=O)C1>C1COCC1>[Br:21][C:8]1[C:9]2[C:4](=[CH:3][C:2]([Br:1])=[CH:11][CH:10]=2)[CH:5]=[CH:6][C:7]=1[O:12][CH3:13]. Procedure details: 6-Bromo-2-methoxynaphthalene (5.9 g, 24.81 mmol, 1 eq) and NBS (4.41, 24.81 mmol, 1 eq) are boiled in 50 ml of THF under reflux for 2 h. After washing with 1 N HCl, the organic phase is dried over magnesium sulfate, filtered and concentrated in vacuum on a rotary evaporator. The compound is obtained in quantitative yield (7.8 g). The reactants are COC(C)(C)Cn1ccc(Br)cc1=O, CC(c1ccc(B2OC(C)(C)C(C)(C)O2)cc1)N1CCC(CC(C)(C)O)(c2ccccc2)OC1=O. The product is COC(C)(C)Cn1ccc(-c2ccc(C(C)N3CCC(CC(C)(C)O)(c4ccccc4)OC3=O)cc2)cc1=O. RXN SMILES: [Br:36][c:37]1[cH:38][c:39](=[O:49])[n:40]([CH2:43][C:44]([CH3:45])([CH3:46])[O:47][CH3:48])[cH:41][cH:42]1.[OH:1][C:2]([CH2:3][C:4]1([c:28]2[cH:29][cH:30][cH:31][cH:32][cH:33]2)[CH2:5][CH2:6][N:7]([CH:11]([CH3:12])[c:13]2[cH:14][cH:15][c:16]([B:19]3[O:20][C:21]([CH3:22])([CH3:23])[C:24]([CH3:25])([CH3:26])[O:27]3)[cH:17][cH:18]2)[C:8](=[O:10])[O:9]1)([CH3:34])[CH3:35]>>[OH:1][C:2]([CH2:3][C:4]1([c:28]2[cH:29][cH:30][cH:31][cH:32][cH:33]2)[CH2:5][CH2:6][N:7]([CH:11]([CH3:12])[c:13]2[cH:14][cH:15][c:16](-[c:37]3[cH:38][c:39](=[O:49])[n:40]([CH2:43][C:44]([CH3:45])([CH3:46])[O:47][CH3:48])[cH:41][cH:42]3)[cH:17][cH:18]2)[C:8](=[O:10])[O:9]1)([CH3:34])[CH3:35]. The reactants are C1CCOC1, CCCC[N+](CCCC)(CCCC)CCCC, Cl, [F-], C[Si](C)(C)C(F)(F)F, O=Cc1ccccc1-c1ccoc1. Product: OC(c1ccccc1-c1ccoc1)C(F)(F)F. As a reaction SMILES: [CH2:41]1[O:42][CH2:43][CH2:44][CH2:45]1.[CH3:2][CH2:3][CH2:4][CH2:5][N+:6]([CH2:7][CH2:8][CH2:9][CH3:10])([CH2:11][CH2:12][CH2:13][CH3:14])[CH2:15][CH2:16][CH2:17][CH3:18].[ClH:40].[F-:1].[F:32][C:33]([F:34])([F:35])[Si:36]([CH3:37])([CH3:38])[CH3:39].[o:19]1[cH:20][c:21](-[c:24]2[c:25]([CH:26]=[O:27])[cH:28][cH:29][cH:30][cH:31]2)[cH:22][cH:23]1>>[o:19]1[cH:20][c:21](-[c:24]2[c:25]([CH:26]([OH:27])[C:33]([F:32])([F:34])[F:35])[cH:28][cH:29][cH:30][cH:31]2)[cH:22][cH:23]1. Reactants: C(#N)C1=CC=C(C=C1)C1=NN([C@H]([C@@H]1C)CC(=O)OC)C1=CC=C(C=C1)OC1CCN(CC1)C1=C(C=CC(=C1)OCC)F (Methyl 2-((4S,5S)-3-(4-cyanophenyl)-1-(4-((1-(5-ethoxy-2-fluorophenyl)piperidin-4-yl)oxy)phenyl)-4-methyl-4,5-dihydro-1H-pyrazol-5-yl)acetate), C(#N)C[C@H]1[C@@H](C(=NN1C1=CC=C(C=C1)OC1CCN(CC1)C1=C(C=CC(=C1)OCC)F)C1=CC=C(C#N)C=C1)C (4-((4S,5S)-5-(Cyanomethyl)-1-(4-((1-(5-ethoxy-2-fluorophenyl)piperidin-4-yl)oxy)phenyl)-4-methyl-4,5-dihydro-1H-pyrazol-3-yl)benzonitrile), COC(=O)C (MeOAc), C(=O)(C)Cl (AcCl). Solvent: Cl.CO (HCl MeOH), C(Cl)Cl.CO (CH2Cl2 MeOH), C(Cl)Cl (CH2Cl2). Run at time 30 minute. Product: C(#N)C1=CC=C(C=C1)C1=NN([C@H]([C@@H]1C)CC(=O)O)C1=CC=C(C=C1)OC1CCN(CC1)C1=C(C=CC(=C1)OCC)F (2-((4S,5S)-3-(4-Cyanophenyl)-1-(4-((1-(5-ethoxy-2-fluorophenyl)piperidin-4-yl)oxy)phenyl)-4-methyl-4,5-dihydro-1H-pyrazol-5-yl)acetic acid). Yield: 18.0%. As a reaction SMILES: [C:1]([C:3]1[CH:8]=[CH:7][C:6]([C:9]2[C@@H:13]([CH3:14])[C@H:12]([CH2:15][C:16]([O:18]C)=[O:17])[N:11]([C:20]3[CH:25]=[CH:24][C:23]([O:26][CH:27]4[CH2:32][CH2:31][N:30]([C:33]5[CH:38]=[C:37]([O:39][CH2:40][CH3:41])[CH:36]=[CH:35][C:34]=5[F:42])[CH2:29][CH2:28]4)=[CH:22][CH:21]=3)[N:10]=2)=[CH:5][CH:4]=1)#[N:2].C(C[C@@H]1N(C2C=CC(OC3CCN(C4C=C(OCC)C=CC=4F)CC3)=CC=2)N=C(C2C=CC(C#N)=CC=2)[C@H]1C)#N.COC(C)=O.C(Cl)(C)=O>Cl.CO.C(Cl)Cl.CO.C(Cl)Cl>[C:1]([C:3]1[CH:8]=[CH:7][C:6]([C:9]2[C@@H:13]([CH3:14])[C@H:12]([CH2:15][C:16]([OH:18])=[O:17])[N:11]([C:20]3[CH:21]=[CH:22][C:23]([O:26][CH:27]4[CH2:28][CH2:29][N:30]([C:33]5[CH:38]=[C:37]([O:39][CH2:40][CH3:41])[CH:36]=[CH:35][C:34]=5[F:42])[CH2:31][CH2:32]4)=[CH:24][CH:25]=3)[N:10]=2)=[CH:5][CH:4]=1)#[N:2] |f:4.5,6.7|. Reported procedure: Methyl 2-((4S,5S)-3-(4-cyanophenyl)-1-(4-((1-(5-ethoxy-2-fluorophenyl)piperidin-4-yl)oxy)phenyl)-4-methyl-4,5-dihydro-1H-pyrazol-5-yl)acetate: 4-((4S,5S)-5-(Cyanomethyl)-1-(4-((1-(5-ethoxy-2-fluorophenyl)piperidin-4-yl)oxy)phenyl)-4-methyl-4,5-dihydro-1H-pyrazol-3-yl)benzonitrile (389 mg, 0.716 mmol) was dissolved in ˜2.5M HCl/MeOH, MeOAc, CH2Cl2 solution [36.6 mL, prepared by addition of AcCl (6.6 mL) to 3/2 CH2Cl2/MeOH (30.0 mL) at 0° C. and then stirring at rt for 30 min]. The resulting solut... Reactants: C=C (Ethylene), C1(=CC=CC=C1)CC(=O)N[C@H]1[C@@H]2N(C(=C(CS2)OS(=O)(=O)C(F)(F)F)C(=O)OCC2=CC=C(C=C2)OC)C1=O (p-methoxybenzyl (6R,7R)-7-phenylacetamido-3-(trifluoromethanesulphonyloxy)ceph-3-em-4-carboxylate), C(C)(C)N(CC)C(C)C (diisopropylethylamine). The solvent is C(C)(=O)OCC (ethyl acetate), C(C)(=O)OCC (ethyl acetate). Run at time 18 hour. The product is O=C1[C@H]([C@H]2S[C@H]3CCC3=C(N12)C(=O)OCC1=CC=C(C=C1)OC)NC(CC1=CC=CC=C1)=O (p-Methoxybenzyl (6S,8R,9R)-10-oxo-9-phenylacetamido-7-thia-1-azatricyclo[6,2,0,03,6 ]dec-2-ene-2-carboxylate). Yield: 60.6%. As a reaction SMILES: C=C.[C:3]1([CH2:9][C:10]([NH:12][C@@H:13]2[C:40](=[O:41])[N:15]3[C:16]([C:28]([O:30][CH2:31][C:32]4[CH:37]=[CH:36][C:35]([O:38][CH3:39])=[CH:34][CH:33]=4)=[O:29])=[C:17](OS(C(F)(F)F)(=O)=O)[CH2:18][S:19][C@H:14]23)=[O:11])[CH:8]=[CH:7][CH:6]=[CH:5][CH:4]=1.[CH:42](N(C(C)C)CC)(C)[CH3:43]>C(OCC)(=O)C>[O:41]=[C:40]1[N:15]2[C@H:14]([S:19][C@@H:18]3[C:17](=[C:16]2[C:28]([O:30][CH2:31][C:32]2[CH:37]=[CH:36][C:35]([O:38][CH3:39])=[CH:34][CH:33]=2)=[O:29])[CH2:43][CH2:42]3)[C@@H:13]1[NH:12][C:10](=[O:11])[CH2:9][C:3]1[CH:4]=[CH:5][CH:6]=[CH:7][CH:8]=1. Procedure details: Ethylene was bubbled into a solution of p-methoxybenzyl (6R,7R)-7-phenylacetamido-3-(trifluoromethanesulphonyloxy)ceph-3-em-4-carboxylate (0.50 g, 0.852 mmol) in ethyl acetate (500 ml) whilst a solution of diisopropylethylamine (0.15 ml, 0.852 mmol) in ethyl acetate (100 ml) was added dropwise over 2 h. After completion of the addition the mixture was left to stand for 18 h then the solvent was evaporated under reduced pressure. The residue was chromatographed to give the title compound (0.24 g,...